From a dataset of the Open Reaction Database (ORD), a public repository of structured organic reaction records. describe an organic reaction: reactants, conditions, products, and yield The reactants are OC(=CC(=O)C1=C(C=CC(=C1)[Si](C)(C)C)O)C1=CC=C(C(=O)OC)C=C1 (methyl 4-[1-hydroxy-3(2-hydroxy-5-trimethylsilylphenyl)-3-oxo-1-propenyl]benzoate), [OH-].[Na+] (sodium hydroxide), Cl (hydrochloric acid). The solvent is C(C)O (ethanol). Yields the product OC(=CC(=O)C1=C(C=CC(=C1)[Si](C)(C)C)O)C1=CC=C(C(=O)O)C=C1 (4-[1-Hydroxy-3-(2-hydroxy-5-trimethylsilylphenyl)-3-oxo-1-propenyl]benzoic Acid). The yield is 50.5%. As a reaction SMILES: [OH:1][C:2]([C:17]1[CH:26]=[CH:25][C:20]([C:21]([O:23]C)=[O:22])=[CH:19][CH:18]=1)=[CH:3][C:4]([C:6]1[CH:11]=[C:10]([Si:12]([CH3:15])([CH3:14])[CH3:13])[CH:9]=[CH:8][C:7]=1[OH:16])=[O:5].[OH-].[Na+].Cl>C(O)C>[OH:1][C:2]([C:17]1[CH:18]=[CH:19][C:20]([C:21]([OH:23])=[O:22])=[CH:25][CH:26]=1)=[CH:3][C:4]([C:6]1[CH:11]=[C:10]([Si:12]([CH3:15])([CH3:13])[CH3:14])[CH:9]=[CH:8][C:7]=1[OH:16])=[O:5] |f:1.2|. Procedure: To a solution of 148 mg (0.4 mmol) of methyl 4-[1-hydroxy-3(2-hydroxy-5-trimethylsilylphenyl)-3-oxo-1-propenyl]benzoate in 20 ml of ethanol was added 2 ml of 2N-sodium hydroxide solution at room temperature with stirring. The mixture was stirred at room temperature for 1 day and acidified with 10%-hydrochloric acid to pH 4. A deposited precipitation was extracted with AcOEt. The extract was washed with H2O and saturated aq.NaCl, dried over MgSO4, and evaporated. The residue was recrystallized fr... Starting materials: CCCC[N+](CCCC)(CCCC)CCCC, ClCCl, O=C(c1ccc(F)cc1)c1cc(CCO)on1, O=S(=O)(O)O, O=S(=O)([O-])O. The product is O=C(O)Cc1cc(C(=O)c2ccc(F)cc2)no1. As a reaction SMILES: [CH2:28]([N+:29]([CH2:30][CH2:31][CH2:32][CH3:33])([CH2:34][CH2:35][CH2:36][CH3:37])[CH2:38][CH2:39][CH2:40][CH3:41])[CH2:42][CH2:43][CH3:44].[Cl:45][CH2:46][Cl:47].[F:1][c:2]1[cH:3][cH:4][c:5]([C:6](=[O:7])[c:8]2[n:9][o:10][c:11]([CH2:13][CH2:14][OH:15])[cH:12]2)[cH:16][cH:17]1.[S:18]([OH:19])(=[O:20])(=[O:21])[OH:22].[S:23]([O-:24])([OH:25])(=[O:26])=[O:27]>>[F:1][c:2]1[cH:3][cH:4][c:5]([C:6](=[O:7])[c:8]2[n:9][o:10][c:11]([CH2:13][C:14](=[O:15])[OH:19])[cH:12]2)[cH:16][cH:17]1. As a reaction SMILES: [OH:1][CH2:2][C@H:3]([NH:8][C:9]([C:11]1[N:12]=[CH:13][N:14]2[C:20]3[CH:21]=[CH:22][CH:23]=[CH:24][C:19]=3[C:18](=[O:25])[N:17]([CH3:26])[CH2:16][C:15]=12)=O)[C:4]([O:6][CH3:7])=[O:5].[OH-].COC(NS([N+](CC)(CC)CC)(=O)=O)=O>O1CCCC1.ClCCl>[CH3:26][N:17]1[C:18](=[O:25])[C:19]2[CH:24]=[CH:23][CH:22]=[CH:21][C:20]=2[N:14]2[CH:13]=[N:12][C:11]([C:9]3[O:1][CH2:2][C@@H:3]([C:4]([O:6][CH3:7])=[O:5])[N:8]=3)=[C:15]2[CH2:16]1 |f:1.2|. Procedure details: A solution of 10.0 g (0.0279 mol) of methyl (S)-3-hydroxy-2-(5-methyl-6-oxo-5,6-dihydro-4H-imidazo[1,5-a][1,4]benzodiazepin-3-ylcarbonylamino)-propionate in 500 ml of tetrahydrofuran was treated while gassing with argon with 7.25 g (0.0304 mol) of methoxycarbonylsulphamoyl-triethylammonium hydroxide internal salt (Burgess reagent) according to the method described in Tert. Letters 1992, 33, 907. The mixture was boiled at reflux for 1 hr. and completely freed from the solvents. The residue was di... The product is CN1CC=2N(C3=C(C1=O)C=CC=C3)C=NC2C=2OC[C@H](N2)C(=O)OC (methyl (S)-2-(5-methyl-6-oxo-5,6-dihydro-4H-imidazo[1,5-a][1,4]benzodiazepin-3-yl)-4,5-dihydro-oxazole-4-carboxylate). The reactants are OC[C@@H](C(=O)OC)NC(=O)C=1N=CN2C1CN(C(C1=C2C=CC=C1)=O)C (methyl (S)-3-hydroxy-2-(5-methyl-6-oxo-5,6-dihydro-4H-imidazo[1,5-a][1,4]benzodiazepin-3-ylcarbonylamino)-propionate), [OH-].COC(=O)NS(=O)(=O)[N+](CC)(CC)CC (methoxycarbonylsulphamoyl-triethylammonium hydroxide). Run in O1CCCC1 (tetrahydrofuran), ClCCl (dichloromethane). The yield is 46.3%. Reactants: BrC=1C=C(C(=O)O)C=CC1OC1=CC(=C(C=C1)Cl)Cl (3-Bromo-4-(3,4-dichlorophenoxy)benzoic acid), Bis(tributylphosphine)palladium (0), solution, C(C)[Zn]CC (diethyl zinc), CCCCCC (hexane). Solvent: O1CCCC1 (tetrahydrofuran). Conditions: temperature 0 celsius, time 8 hour. The product is ClC=1C=C(OC2=C(C=C(C(=O)O)C=C2)CC)C=CC1Cl (4-(3,4-Dichlorophenoxy)-3-ethylbenzoic acid). The yield is 36.0%. RXN SMILES: Br[C:2]1[CH:3]=[C:4]([CH:8]=[CH:9][C:10]=1[O:11][C:12]1[CH:17]=[CH:16][C:15]([Cl:18])=[C:14]([Cl:19])[CH:13]=1)[C:5]([OH:7])=[O:6].[CH2:20]([Zn]CC)[CH3:21].CCCCCC>O1CCCC1>[Cl:19][C:14]1[CH:13]=[C:12]([CH:17]=[CH:16][C:15]=1[Cl:18])[O:11][C:10]1[CH:9]=[CH:8][C:4]([C:5]([OH:7])=[O:6])=[CH:3][C:2]=1[CH2:20][CH3:21]. Procedure details: 3-Bromo-4-(3,4-dichlorophenoxy)benzoic acid (Preparation 8, 240 mg, 0.663 mmol) was dissolved in anhydrous tetrahydrofuran (3 mL) and cooled to 0° C. Bis(tributylphosphine)palladium (0) (33.7 mg, 0.07 mmol) was added followed by the slow addition of a 1M solution of diethyl zinc in hexane (3.32 mL, 3.32 mmol). The reaction mixture was stirred overnight under an atmosphere of nitrogen. The reaction mixture was then quenched with a 1M aqueous solution of hydrogen chloride and extracted with ethyl ... Starting materials: C(CCCCCCCCC)SCCO (2-(decylthio)ethanol), C(C)(C)N(C(C)C)CC (N,N-diisopropylethylamine), ice water. The solvent is CS(=O)C (dimethyl sulfoxide), C(Cl)Cl (methylene chloride), C(Cl)Cl (methylene chloride). Reaction conditions: temperature -40 celsius, time 15 minute. Product: C(CCCCCCCCC)SCC=O (2-(Decylthio)acetaldehyde). Reaction SMILES: [CH2:1]([S:11][CH2:12][CH2:13][OH:14])[CH2:2][CH2:3][CH2:4][CH2:5][CH2:6][CH2:7][CH2:8][CH2:9][CH3:10].C(N(CC)C(C)C)(C)C>CS(C)=O.C(Cl)Cl>[CH2:1]([S:11][CH2:12][CH:13]=[O:14])[CH2:2][CH2:3][CH2:4][CH2:5][CH2:6][CH2:7][CH2:8][CH2:9][CH3:10]. Procedure: Under nitrogen, 2-(decylthio)ethanol (50 g, 230 mmol), N,N-diisopropylethylamine (128 ml, 730 mmol) and methylene chloride (400 ml) were cooled to −40° C. To this solution was added, over 15 minutes, a solution of sulfur trioxide pyridine complex (116 g, 730 mmol) in dimethyl sulfoxide (600 ml) and methylene chloride (200 ml). After addition, the mixture was stirred a further 15 minutes at −40° C., then 600 ml ice water as added. The mixture was removed from the cooling bath, 1 L water was added... The reactants are C1CCOC1, CCOC(=O)c1nc(-c2ccccc2)cs1, [Na+], [OH-]. The product is O=C(O)c1nc(-c2ccccc2)cs1. As a reaction SMILES: [CH2:17]1[O:18][CH2:19][CH2:20][CH2:21]1.[CH2:1]([CH3:2])[O:3][C:4](=[O:5])[c:6]1[s:7][cH:8][c:9](-[c:11]2[cH:12][cH:13][cH:14][cH:15][cH:16]2)[n:10]1.[Na+:23].[OH-:22]>>[O:3]=[C:4]([OH:5])[c:6]1[s:7][cH:8][c:9](-[c:11]2[cH:12][cH:13][cH:14][cH:15][cH:16]2)[n:10]1.